Dataset: the Open Reaction Database (ORD), a public repository of structured organic reaction records. Task: describe an organic reaction: reactants, conditions, products, and yield Reactants: O=C([O-])[O-], CN(C)C=O, Cc1nc(CCl)cs1, Cl, [K+], [K+], O, CCOC(=O)CCc1cn(Cc2ccc(O)cc2)cc1-c1ccccc1. The product is CCOC(=O)CCc1cn(Cc2ccc(OCc3csc(C)n3)cc2)cc1-c1ccccc1. Reaction SMILES: [C:36](=[O:37])([O-:38])[O-:39].[CH3:42][N:43]([CH3:44])[CH:45]=[O:46].[Cl:28][CH2:29][c:30]1[n:31][c:32]([CH3:35])[s:33][cH:34]1.[ClH:27].[K+:40].[K+:41].[OH2:47].[OH:1][c:2]1[cH:3][cH:4][c:5]([CH2:6][n:7]2[cH:8][c:9]([CH2:18][CH2:19][C:20](=[O:21])[O:22][CH2:23][CH3:24])[c:10](-[c:12]3[cH:13][cH:14][cH:15][cH:16][cH:17]3)[cH:11]2)[cH:25][cH:26]1>>[O:1]([c:2]1[cH:3][cH:4][c:5]([CH2:6][n:7]2[cH:8][c:9]([CH2:18][CH2:19][C:20](=[O:21])[O:22][CH2:23][CH3:24])[c:10](-[c:12]3[cH:13][cH:14][cH:15][cH:16][cH:17]3)[cH:11]2)[cH:25][cH:26]1)[CH2:29][c:30]1[n:31][c:32]([CH3:35])[s:33][cH:34]1. Starting materials: BrC=1C=CC(=C(C1)CN)Cl (5-bromo-2-chlorobenzenemethanamine), BrC=1C=CC(=C(C1)CN)Cl (5-bromo-2-chlorobenzenemethanamine), C(C)(=O)OC(C)=O (acetic anhydride). The solvent is C1(=CC=CC=C1)C (toluene). Reaction conditions: temperature 100 celsius, time 3 hour. Product: BrC=1C=CC(=C(C1)CNC(C)=O)Cl (N-[(5-bromo-2-chlorophenyl)methyl]acetamide). As a reaction SMILES: [Br:1][C:2]1[CH:3]=[CH:4][C:5]([Cl:10])=[C:6]([CH2:8][NH2:9])[CH:7]=1.[C:11](OC(=O)C)(=[O:13])[CH3:12]>C1(C)C=CC=CC=1>[Br:1][C:2]1[CH:3]=[CH:4][C:5]([Cl:10])=[C:6]([CH2:8][NH:9][C:11](=[O:13])[CH3:12])[CH:7]=1. Procedure: To a solution of 5-bromo-2-chlorobenzenemethanamine (i.e. the product of Step A) (600 mg, 2.72 mmol) in toluene (10 mL) at 0° C. was added acetic anhydride (0.55 mL, 5.45 mmol). The reaction mixture was stirred at 100° C. for 3 h. The reaction mixture was then extracted with ethyl acetate (3×), and the organic layers were combined, washed with water and brine and dried (Na2SO4). The solvent was evaporated to provide the title product (600 mg). Reactants: solution, CNC (dimethylamine), FC1=CC=C(CCN2CCC(CC2)N2C=CC3=CC=C(C=C23)CNC(CBr)=O)C=C1 (1-[1-(4-fluorophenethyl)piperidin-4-yl]-6-bromoacetamidomethylindole), O (water), C(C)(=O)OCC (ethyl acetate). The solvent is O1CCCC1 (tetrahydrofuran), CN(C=O)C (dimethylformamide). Yields the product FC1=CC=C(CCN2CCC(CC2)N2C=CC3=CC=C(C=C23)CN2C(CCC2)=O)C=C1 (1-[1-(4-fluorophenethyl)piperidin-4-yl]-6-(2-pyrrolidon-1-yl)methylindole). Reaction SMILES: [F:1][C:2]1[CH:30]=[CH:29][C:5]([CH2:6][CH2:7][N:8]2[CH2:13][CH2:12][CH:11]([N:14]3[C:22]4[C:17](=[CH:18][CH:19]=[C:20]([CH2:23][NH:24][C:25](=[O:28])[CH2:26]Br)[CH:21]=4)[CH:16]=[CH:15]3)[CH2:10][CH2:9]2)=[CH:4][CH:3]=1.CNC.O.[C:35](OCC)(=O)[CH3:36]>O1CCCC1.CN(C)C=O>[F:1][C:2]1[CH:30]=[CH:29][C:5]([CH2:6][CH2:7][N:8]2[CH2:13][CH2:12][CH:11]([N:14]3[C:22]4[C:17](=[CH:18][CH:19]=[C:20]([CH2:23][N:24]5[CH2:36][CH2:35][CH2:26][C:25]5=[O:28])[CH:21]=4)[CH:16]=[CH:15]3)[CH2:10][CH2:9]2)=[CH:4][CH:3]=1. Reported procedure: A mixture of 1-[1-(4-fluorophenethyl)piperidin-4-yl]-6-bromoacetamidomethylindole (170 mg) obtained in Example 374, a 2 M solution (2.2 ml) of dimethylamine in tetrahydrofuran and dimethylformamide (5 ml) was stirred at room temperature for 2 hr. Then water and ethyl acetate were added to the reaction solution. The organic layer was separated, washed with brine, dried over anhydrous magnesium sulfate and concentrated under reduced pressure. The resulting residue was purified by Chromatorex NH si... The reactants are FC1=CC=C(C=C1)CC(=O)OCC (ethyl 2-(4-fluorophenyl)acetate), C(#N)C1=CC=NC=C1 (4-cyanopyridine), CN=C=S (MeNCS), C(C)(C)(C)O[K].CC(C)(C)O (tBuOK tBuOH), 1L, CI (MeI). Solvent: CN(C)C=O (DMF), CN(C)C=O (DMF). Conditions: time 1 hour. The product is FC1=CC=C(C=C1)C=1C(N(C(=NC1C1=CC=NC=C1)SC)C)=O (5-(4-fluorophenyl)-3-methyl-2-methylthio-6-(4-pyridyl)-3H-pyrimidin-4-one). As a reaction SMILES: [F:1][C:2]1[CH:7]=[CH:6][C:5]([CH2:8][C:9]([O:11]CC)=O)=[CH:4][CH:3]=1.[C:14]([C:16]1[CH:21]=[CH:20][N:19]=[CH:18][CH:17]=1)#[N:15].C(O[K])(C)(C)C.CC(O)(C)C.[CH3:33][N:34]=[C:35]=[S:36].[CH3:37]I>CN(C=O)C>[F:1][C:2]1[CH:3]=[CH:4][C:5]([C:8]2[C:9](=[O:11])[N:34]([CH3:33])[C:35]([S:36][CH3:37])=[N:15][C:14]=2[C:16]2[CH:21]=[CH:20][N:19]=[CH:18][CH:17]=2)=[CH:6][CH:7]=1 |f:2.3|. Procedure: A mixture of ethyl 2-(4-fluorophenyl)acetate (273 g, 1.5 mol) and 4-cyanopyridine (156.1 g, 1.5 mol) was dissolved in 1.5 L of DMF in a 12 L, 3-necked r.b.flask equipped with a mechanical stir, temperature probe and 1 L addition funnel. 1.5 L of 1.0M tBuOK/tBuOH (1.5 mol) was added into the solution slowly at RT through a 1L addition funnel. The resulting brown solution was stirred at RT for 1 h. A solution of 109.7 g of MeNCS (1.5 mol) in 750 ml DMF was added into the reaction solution slowly a...